This data is from the Open Reaction Database (ORD), a public repository of structured organic reaction records. The task is: describe an organic reaction: reactants, conditions, products, and yield As a reaction SMILES: [CH3:47][OH:48].[F:1][C:2]([c:3]1[cH:4][c:5]([C:13]([C:14](=[O:15])[N:16]([c:17]2[c:18](-[c:33]3[c:34]([CH3:40])[cH:35][c:36]([F:39])[cH:37][cH:38]3)[cH:19][c:20]([C:23]3=[N:27][C:26]([C:28](=[O:29])[O:30][CH3:31])([CH3:32])[CH2:25][CH2:24]3)[n:21][cH:22]2)[CH3:41])([CH3:42])[CH3:43])[cH:6][c:7]([C:9]([F:10])([F:11])[F:12])[cH:8]1)([F:44])[F:45].[NH3:46]>>[F:1][C:2]([c:3]1[cH:4][c:5]([C:13]([C:14](=[O:15])[N:16]([c:17]2[c:18](-[c:33]3[c:34]([CH3:40])[cH:35][c:36]([F:39])[cH:37][cH:38]3)[cH:19][c:20]([C:23]3=[N:27][C:26]([C:28](=[O:29])[NH2:46])([CH3:32])[CH2:25][CH2:24]3)[n:21][cH:22]2)[CH3:41])([CH3:42])[CH3:43])[cH:6][c:7]([C:9]([F:10])([F:11])[F:12])[cH:8]1)([F:44])[F:45]. Reactants: CO, COC(=O)C1(C)CCC(c2cc(-c3ccc(F)cc3C)c(N(C)C(=O)C(C)(C)c3cc(C(F)(F)F)cc(C(F)(F)F)c3)cn2)=N1, N. Product: Cc1cc(F)ccc1-c1cc(C2=NC(C)(C(N)=O)CC2)ncc1N(C)C(=O)C(C)(C)c1cc(C(F)(F)F)cc(C(F)(F)F)c1. Starting materials: C1CCOC1, CC#N, C[Si](C)(C)Cl, CCOC(C)=O, COC(=O)c1ccccc1CCC(O)c1cccc(C=Cc2ccc3ccc(Cl)cc3n2)c1, [I-], [Na+], O. Yields the product COC(=O)c1ccccc1CCC(I)c1cccc(C=Cc2ccc3ccc(Cl)cc3n2)c1. RXN SMILES: [CH2:51]1[O:52][CH2:53][CH2:54][CH2:55]1.[CH3:34][C:35]#[N:36].[CH3:39][Si:40]([CH3:41])([CH3:42])[Cl:43].[CH3:45][CH2:46][O:47][C:48](=[O:49])[CH3:50].[Cl:1][c:2]1[cH:3][cH:4][c:5]2[cH:6][cH:7][c:8]([CH:12]=[CH:13][c:14]3[cH:15][c:16]([CH:20]([CH2:21][CH2:22][c:23]4[c:24]([C:25](=[O:26])[O:27][CH3:28])[cH:29][cH:30][cH:31][cH:32]4)[OH:33])[cH:17][cH:18][cH:19]3)[n:9][c:10]2[cH:11]1.[I-:38].[Na+:37].[OH2:44]>>[Cl:1][c:2]1[cH:3][cH:4][c:5]2[cH:6][cH:7][c:8]([CH:12]=[CH:13][c:14]3[cH:15][c:16]([CH:20]([CH2:21][CH2:22][c:23]4[c:24]([C:25](=[O:26])[O:27][CH3:28])[cH:29][cH:30][cH:31][cH:32]4)[I:38])[cH:17][cH:18][cH:19]3)[n:9][c:10]2[cH:11]1. The reactants are C1=C2C(N3C(=NC2=CC=C1)NC1=C3C=CC=C1)=O (benzimidazo[2,1-b]quinazolin-12(6H)one), C(C)Br (ethyl bromide). Yields the product C(C)N1C2=C(C=CC=C2)N2C1=NC1=CC=CC=C1C2=O (6-Ethylbenzimidazo[2,1-b]quinazolin-12(6H)one). Reaction SMILES: [CH:1]1[CH:10]=[CH:9][CH:8]=[C:7]2[C:2]=1[C:3](=[O:18])[N:4]1[C:13]3[CH:14]=[CH:15][CH:16]=[CH:17][C:12]=3[NH:11][C:5]1=[N:6]2.[CH2:19](Br)[CH3:20]>>[CH2:19]([N:11]1[C:5]2=[N:6][C:7]3[C:2]([C:3](=[O:18])[N:4]2[C:13]2[CH:14]=[CH:15][CH:16]=[CH:17][C:12]1=2)=[CH:1][CH:10]=[CH:9][CH:8]=3)[CH3:20]. Procedure: 6-Ethylbenzimidazo[2,1-b]quinazolin-12(6H)one is prepared with benzimidazo[2,1-b]quinazolin-12(6H)one and ethyl bromide. The reactants are CC(C)(C)OC(=O)N1CCN(C(=O)c2ccc(-c3ccn4c(-c5ccc(NC(=O)Nc6cc(C(C)(C)C)on6)c(F)c5)cnc4c3)cc2)CC1, ClCCl, Cl. Product: Cl, CC(C)(C)c1cc(NC(=O)Nc2ccc(-c3cnc4cc(-c5ccc(C(=O)N6CCNCC6)cc5)ccn34)cc2F)no1. As a reaction SMILES: [C:1]([O:2][C:3](=[O:4])[N:8]1[CH2:9][CH2:10][N:11]([C:14]([c:15]2[cH:16][cH:17][c:18](-[c:21]3[cH:22][c:23]4[n:24]([cH:25][cH:26]3)[c:27](-[c:30]3[cH:31][c:32]([F:49])[c:33]([NH:36][C:37](=[O:38])[NH:39][c:40]5[n:41][o:42][c:43]([C:45]([CH3:46])([CH3:47])[CH3:48])[cH:44]5)[cH:34][cH:35]3)[cH:28][n:29]4)[cH:19][cH:20]2)=[O:50])[CH2:12][CH2:13]1)([CH3:5])([CH3:6])[CH3:7].[Cl:52][CH2:53][Cl:54].[ClH:51]>>[ClH:51].[NH:8]1[CH2:9][CH2:10][N:11]([C:14]([c:15]2[cH:16][cH:17][c:18](-[c:21]3[cH:22][c:23]4[n:24]([cH:25][cH:26]3)[c:27](-[c:30]3[cH:31][c:32]([F:49])[c:33]([NH:36][C:37](=[O:38])[NH:39][c:40]5[n:41][o:42][c:43]([C:45]([CH3:46])([CH3:47])[CH3:48])[cH:44]5)[cH:34][cH:35]3)[cH:28][n:29]4)[cH:19][cH:20]2)=[O:50])[CH2:12][CH2:13]1. Reactants: CN1C(CCC1)=O (N-methylpyrrolidone), N1=CC=CC=C1 (pyridine), N1=CC=CC=C1 (pyridine), N1=CC=CC2=CC=CC=C12 (quinoline), C(C)(=O)O (acetic acid), N1=CC=CC=C1 (pyridine). Reagents/catalysts: [Cu] (copper). Product: NC1=CC=CC=2C(C3=CC=CC=C3C(C12)=O)=O (1-AAQ). Isolated yield 64.0%. Reaction SMILES: C[N:2]1[CH2:6][CH2:5][CH2:4][C:3]1=[O:7].N1[C:17]2[C:12](=[CH:13][CH:14]=[CH:15][CH:16]=2)[CH:11]=CC=1.C(O)(=[O:20])C.N1C=C[CH:25]=[CH:24][CH:23]=1>[Cu]>[NH2:2][C:6]1[C:5]2[C:11](=[O:20])[C:12]3[C:13](=[CH:14][CH:15]=[CH:16][CH:17]=3)[C:3](=[O:7])[C:4]=2[CH:25]=[CH:24][CH:23]=1. Procedure details: Process conditions and product yields are shown in Table III. The decarboxylation of 1-AAQCA was carried out in several solvents, e.g., N-methylpyrrolidone, pyridine, quinoline and acetic acid. The best results were obtained in pyridine. When decarboxylation of 1-AAQCA was carried out with 5 mol % of copper powder in pyridine at 260° C. for 2.5 hours, complete conversion was observed. Distillation of the crude product afforded 1-AAQ in 64% yield. We were unable to decarboxylate 1-AAQCA in pyridi... Starting materials: ClC1=C(C=2C(=NSN2)C=C1)NC#N (5-chloro-N-cyano-2,1,3-benzothiadiazol-4-amine), [Na] (sodium), C(C=C)Br (allyl bromide). Solvent: C(C)O (ethanol). Reaction conditions: time 3 hour. Product: C(C=C)N(C1=C(C=CC2=NSN=C21)Cl)C#N (N-allyl-5-chloro-N-cyano-2,1,3-benzothiadiazol-4-amine). RXN SMILES: [Cl:1][C:2]1[CH:10]=[CH:9][C:5]2=[N:6][S:7][N:8]=[C:4]2[C:3]=1[NH:11][C:12]#[N:13].[Na].[CH2:15](Br)[CH:16]=[CH2:17]>C(O)C>[CH2:17]([N:11]([C:12]#[N:13])[C:3]1[C:4]2[C:5](=[N:6][S:7][N:8]=2)[CH:9]=[CH:10][C:2]=1[Cl:1])[CH:16]=[CH2:15] |^1:13|. Procedure details: The starting material is obtained as follows: 5 g 5-chloro-N-cyano-2,1,3-benzothiadiazol-4-amine are added to a solution of 0.55 g sodium in 60 ml ethanol and the mixture is reacted with 3 g allyl bromide. The mixture is agitated 3 hours under refluxing and the solvent evaporated under vacuum. The residue is extracted with methylene chloride. N-allyl-5-chloro-N-cyano-2,1,3-benzothiadiazol-4-amine (M.P. 62°-63°) is obtained. The reactants are C(=O)CNCC=O (N,N-diformylmethylamine), CC1=NC(=C(C(=N1)C)CC(=O)OC)OC1=NN(C=C1)CC1=C(C=CC=C1Cl)Cl (methyl 2-[2,4-dimethyl-6-(1-(2,6-dichlorobenzyl)-1H-pyrazol-3-yloxy)-pyrimidin-5-yl]-acetate), [H-].[Na+] (NaH), suspension, COS(=O)(=O)OC (Dimethylsulfate). Solvent: CN(C=O)C (dimethylformamide), CN(C=O)C (dimethylformamide). Reaction conditions: time 2 hour. Yields the product CC1=NC(=C(C(=N1)C)C(C(=O)OC)=COC)OC1=NN(C=C1)CC1=C(C=CC=C1Cl)Cl (methyl 2-[2,4-dimethyl-6-(1-(2,6-dichlorobenzyl)-1H-pyrazol-3-yloxy)-pyrimidin-5-yl]-3-methoxyacrylate). As a reaction SMILES: [CH3:1][C:2]1[N:7]=[C:6]([CH3:8])[C:5]([CH2:9][C:10]([O:12][CH3:13])=[O:11])=[C:4]([O:14][C:15]2[CH:19]=[CH:18][N:17]([CH2:20][C:21]3[C:26]([Cl:27])=[CH:25][CH:24]=[CH:23][C:22]=3[Cl:28])[N:16]=2)[N:3]=1.[H-].[Na+].C(CNC[CH:36]=[O:37])=O.[CH3:38]OS(OC)(=O)=O>CN(C)C=O>[CH3:1][C:2]1[N:7]=[C:6]([CH3:8])[C:5]([C:9](=[CH:38][O:37][CH3:36])[C:10]([O:12][CH3:13])=[O:11])=[C:4]([O:14][C:15]2[CH:19]=[CH:18][N:17]([CH2:20][C:21]3[C:22]([Cl:28])=[CH:23][CH:24]=[CH:25][C:26]=3[Cl:27])[N:16]=2)[N:3]=1 |f:1.2|. Reported procedure: The intermediate methyl 2-[2,4-dimethyl-6-(1-(2,6-dichlorobenzyl)-1H-pyrazol-3-yloxy)-pyrimidin-5-yl]-acetate (9,6 g, 23 mmol) is dissolved in dimethylformamide (20 ml) and added at +30° C. to a suspension of NaH (1.3 g, of a 80% suspension in oil, 46 mmol) and N,N-diformylmethylamine (10 ml) in dimethylformamide (40 ml). The mixture is stirred for 2 hours at +45° C. Dimethylsulfate (2,4 ml, 25 mmol) is added at room temperature with cooling and stirring is continued for additional two hours. Di... Reactants: N1=CN=CC2=C1NC=C2 (7H-pyrrolo[2,3-d]pyrimidine), BrBr (Br2). Solvent: C(Cl)(Cl)Cl (chloroform), C(Cl)(Cl)(Cl)Cl (carbon tetrachloride). Reaction conditions: time 1.5 hour. Yields the product BrC1=CNC=2N=CN=CC21 (5-bromo-7H-pyrrolo[2,3-d]pyrimidine). RXN SMILES: [N:1]1[C:6]2[NH:7][CH:8]=[CH:9][C:5]=2[CH:4]=[N:3][CH:2]=1.[Br:10]Br>C(Cl)(Cl)Cl.C(Cl)(Cl)(Cl)Cl>[Br:10][C:9]1[C:5]2[CH:4]=[N:3][CH:2]=[N:1][C:6]=2[NH:7][CH:8]=1. Reported procedure: 5-Bromo-7H-pyrrolo[2,3-d]pyrimidine (7) is prepared by dissolving 7H-pyrrolo[2,3-d]pyrimidine (6) in chloroform and slowly adding Br2 in carbon tetrachloride at 0° C. After stirring for 1-2 hours, the reaction may be quenched in aqueous hydrochloric acid. Isolation by conventional means (e.g. extraction and silica gel chromatography) provides compound 7. Starting materials: COc1ccc(Br)cn1, O=C1CCC2(CC1)OCCO2, C1CCOC1, [Li]CCCC, c1ccncc1. Yields the product COc1ccc(C2(O)CCC3(CC2)OCCO3)cn1. RXN SMILES: [Br:1][c:2]1[cH:3][cH:4][c:5]([O:8][CH3:9])[n:6][cH:7]1.[CH2:21]1[CH2:22][O:23][C:24]2([CH2:25][CH2:26][C:27](=[O:30])[CH2:28][CH2:29]2)[O:31]1.[CH2:32]1[O:33][CH2:34][CH2:35][CH2:36]1.[CH3:10][CH2:11][CH2:12][CH2:13][Li:14].[cH:15]1[cH:16][cH:17][n:18][cH:19][cH:20]1>>[c:2]1([C:27]2([OH:30])[CH2:26][CH2:25][C:24]3([O:23][CH2:22][CH2:21][O:31]3)[CH2:29][CH2:28]2)[cH:3][cH:4][c:5]([O:8][CH3:9])[n:6][cH:7]1. Reactants: ClC1=C(C(=NS1)Cl)C#N (dichloro-1,2-thiazole-4-carbonitrile), C4HCl2NO2S, S(O)(O)(=O)=O (sulfuric acid), N(=O)[O-].[Na+] (NaNO2), O (water), O (water). Conditions: temperature 100 celsius, time 2 hour. The product is ClC1=C(C(=NS1)Cl)C(=O)O (Dichloro-1,2-thiazole-4-carboxylic acid). Reaction SMILES: [Cl:1][C:2]1[S:6][N:5]=[C:4]([Cl:7])[C:3]=1[C:8]#N.S(=O)(=O)(O)[OH:11].N([O-])=O.[Na+].[OH2:19]>>[Cl:1][C:2]1[S:6][N:5]=[C:4]([Cl:7])[C:3]=1[C:8]([OH:11])=[O:19] |f:2.3|. Procedure: Into a 500-mL round-bottom flask, was placed dichloro-1,2-thiazole-4-carbonitrile (36 g, 201.09 mmol, 1.00 equiv), Conc. sulfuric acid (100 mL). The resulting solution was stirred for 2 h at 100° C. in an oil bath. This was followed by the addition of a solution of NaNO2 (15 g, 217.39 mmol, 1.08 equiv) in water (100 mL) dropwise with stirring at 0° C. The resulting solution was allowed to react, with stirring, for overnight while the temperature was maintained at 50° C. in an oil bath. The resul...